The task is: describe an organic reaction: reactants, conditions, products, and yield. This data is from the Open Reaction Database (ORD), a public repository of structured organic reaction records. The reactants are O=[N+]([O-])c1cccc(CBr)c1CBr, COC(=O)CC(=O)OC, CO, [H-], [Na+], [Na]. Product: COC(=O)C1(C(=O)OC)Cc2cccc([N+](=O)[O-])c2C1. As a reaction SMILES: [Br:13][CH2:14][c:15]1[c:16]([CH2:24][Br:25])[c:17]([N+:21](=[O:22])[O-:23])[cH:18][cH:19][cH:20]1.[C:4]([CH2:5][C:6](=[O:7])[O:8][CH3:9])(=[O:10])[O:11][CH3:12].[CH3:26][OH:27].[H-:1].[Na+:2].[Na:3]>>[C:4]([C:5]1([C:6](=[O:7])[O:8][CH3:9])[CH2:14][c:15]2[c:16]([c:17]([N+:21](=[O:22])[O-:23])[cH:18][cH:19][cH:20]2)[CH2:24]1)(=[O:10])[O:11][CH3:12]. The reactants are C(C)OC(=O)C1(CC2=CC=CC=C2C1)NC(=O)C=1C=2C=CNC2C=CC1 (2-[(1H-Indole-4-carbonyl)-amino]-indan-2-carboxylic acid ethyl ester), [OH-].[K+] (KOH), O (water). Solvent: CCO (EtOH). Reaction conditions: time 8 hour. The product is N1C=CC=2C(=CC=CC12)C(=O)NC1(CC2=CC=CC=C2C1)C(=O)O (2-[(1H-Indole-4-carbonyl)-amino]-indan-2-carboxylic acid). Isolated yield 88.7%. As a reaction SMILES: C([O:3][C:4]([C:6]1([NH:15][C:16]([C:18]2[C:19]3[CH:20]=[CH:21][NH:22][C:23]=3[CH:24]=[CH:25][CH:26]=2)=[O:17])[CH2:14][C:13]2[C:8](=[CH:9][CH:10]=[CH:11][CH:12]=2)[CH2:7]1)=[O:5])C.[OH-].[K+].O>CCO>[NH:22]1[C:23]2[CH:24]=[CH:25][CH:26]=[C:18]([C:16]([NH:15][C:6]3([C:4]([OH:5])=[O:3])[CH2:7][C:8]4[C:13](=[CH:12][CH:11]=[CH:10][CH:9]=4)[CH2:14]3)=[O:17])[C:19]=2[CH:20]=[CH:21]1 |f:1.2|. Procedure details: The mixture of 2-[(1H-indole-4-carbonyl)-amino]-indan-2-carboxylic acid ethyl ester (55) (200 mg, 0.57 mmol) and KOH (600 mg, 10.7 mmol) is dissolved in EtOH (8 mL) and water (1 mL) under a water bath. The water bath is removed when KOH is completely dissolved and the resulting reaction solution is stirred at RT for 8 h. After concentration in vacuo, the residue is dissolved in water (20 mL) and acidified with conc. HCl until no more white precipitate formed. The precipitate is filtered to give ...